From a dataset of the Open Reaction Database (ORD), a public repository of structured organic reaction records. describe an organic reaction: reactants, conditions, products, and yield The reactants are C(C(=O)O)(=O)O.C1(=CC=CC=C1)C(=C1CCN(CC1)CCCOC1=CC=CC=C1)C1=CC=CC=C1 (4-(Diphenylmethylene)-1-(3-phenoxypropyl)piperidine oxalate), FC1=CC=C(C=C1)C(O)(C1CCNCC1)C1=CC=C(C=C1)F (α,α-bis(p-fluorophenyl)-4-piperidinemethanol), COC(C1=CC=C(C=C1)OCCCCCl)=O (4-(4-chlorobutoxy)benzoic acid methyl ester), C([O-])([O-])=O.[Na+].[Na+] (sodium carbonate), [I-].[K+] (potassium iodide), C(\C=C\C(=O)O)(=O)O (fumaric acid). Solvent: CN(C=O)C (dimethylformamide). The product is C(\C=C\C(=O)O)(=O)O.COC(C1=CC=C(C=C1)OCCCCN1CCC(CC1)C(O)(C1=CC=C(C=C1)F)C1=CC=C(C=C1)F)=O (4-[4-[4-[Bis(4-fluorophenyl)hydroxymethyl]-1-piperidinyl]butoxy]benzoic acid methyl ester fumarate). The yield is 65.0%. As a reaction SMILES: C(O)(=O)C(O)=O.C1(C(C2C=CC=CC=2)=C2CCN(CCCOC3C=CC=CC=3)CC2)C=CC=CC=1.[F:36][C:37]1[CH:42]=[CH:41][C:40]([C:43]([C:51]2[CH:56]=[CH:55][C:54]([F:57])=[CH:53][CH:52]=2)([CH:45]2[CH2:50][CH2:49][NH:48][CH2:47][CH2:46]2)[OH:44])=[CH:39][CH:38]=1.[CH3:58][O:59][C:60](=[O:73])[C:61]1[CH:66]=[CH:65][C:64]([O:67][CH2:68][CH2:69][CH2:70][CH2:71]Cl)=[CH:63][CH:62]=1.C(=O)([O-])[O-].[Na+].[Na+].[I-].[K+].[C:82]([OH:89])(=[O:88])/[CH:83]=[CH:84]/[C:85]([OH:87])=[O:86]>CN(C)C=O>[C:82]([OH:89])(=[O:88])/[CH:83]=[CH:84]/[C:85]([OH:87])=[O:86].[CH3:58][O:59][C:60](=[O:73])[C:61]1[CH:66]=[CH:65][C:64]([O:67][CH2:68][CH2:69][CH2:70][CH2:71][N:48]2[CH2:47][CH2:46][CH:45]([C:43]([C:51]3[CH:52]=[CH:53][C:54]([F:57])=[CH:55][CH:56]=3)([C:40]3[CH:41]=[CH:42][C:37]([F:36])=[CH:38][CH:39]=3)[OH:44])[CH2:50][CH2:49]2)=[CH:63][CH:62]=1 |f:0.1,4.5.6,7.8,11.12|. Reported procedure: This compound was prepared according to the procedure used to synthesize the compound of Example 1. A mixture of 9.1 g (0.03 mole) of α,α-bis(p-fluorophenyl)-4-piperidinemethanol, 7.3 g (0.03 mole) of 4-(4-chlorobutoxy)benzoic acid methyl ester, 10.6 g (0.1 mole) of anhydrous sodium carbonate and 0.5 g of potassium iodide in 125 ml of dimethylformamide gave a gum as residue. The gum was converted to the fumaric acid salt and the solid was recrystallized from acetonitrile-dimethylformamide to yie... Reactants: COC(C1=CC(=C(C=C1)CC(=O)NC1=CC(=CC=C1)\C=C\C=1SC=C(N1)C1CCC1)OC)=O ((E)-4-[2-[3-[2-[4-(cyclobutyl)-2-thiazolyl]ethenyl]phenylamino]-2-oxoethyl]-3-methoxybenzoic acid methyl ester), O1CCCC1 (tetrahydrofuran), O.[OH-].[Li+] (lithium hydroxide monohydrate). Solvent: CO (methanol). Product: C1(CCC1)C=1N=C(SC1)/C=C/C=1C=C(C=CC1)NC(CC1=C(C=C(C(=O)O)C=C1)OC)=O ((E)-4-[2-[3-[2-[4-(cyclobutyl)-2-thiazolyl]ethenyl]phenylamino]-2-oxoethyl]-3-methoxybenzoic acid). As a reaction SMILES: C[O:2][C:3](=[O:33])[C:4]1[CH:9]=[CH:8][C:7]([CH2:10][C:11]([NH:13][C:14]2[CH:19]=[CH:18][CH:17]=[C:16](/[CH:20]=[CH:21]/[C:22]3[S:23][CH:24]=[C:25]([CH:27]4[CH2:30][CH2:29][CH2:28]4)[N:26]=3)[CH:15]=2)=[O:12])=[C:6]([O:31][CH3:32])[CH:5]=1.O1CCCC1.O.[OH-].[Li+]>CO>[CH:27]1([C:25]2[N:26]=[C:22](/[CH:21]=[CH:20]/[C:16]3[CH:15]=[C:14]([NH:13][C:11](=[O:12])[CH2:10][C:7]4[CH:8]=[CH:9][C:4]([C:3]([OH:33])=[O:2])=[CH:5][C:6]=4[O:31][CH3:32])[CH:19]=[CH:18][CH:17]=3)[S:23][CH:24]=2)[CH2:30][CH2:29][CH2:28]1 |f:2.3.4|. Procedure details: A solution of 0.57 g of (E)-4-[2-[3-[2-[4-(cyclobutyl)-2-thiazolyl]ethenyl]phenylamino]-2-oxoethyl]-3-methoxybenzoic acid methyl ester, 25 ml of tetrahydrofuran, 8 ml of methanol and 0.28 g of lithium hydroxide monohydrate was stored at 25° C. for 20 hr. The solvents were removed by rotary evaporation and the residual materials solubilized in 50 ml of water. Acetic acid was added and the precipitate of (E)-4-[2-[3-[2-[4-(cyclobutyl)-2-thiazolyl]ethenyl]phenylamino]-2-oxoethyl]-3-methoxybenzoic a...